Task: describe an organic reaction: reactants, conditions, products, and yield. Dataset: the Open Reaction Database (ORD), a public repository of structured organic reaction records The reactants are O (water), [H-].[Na+] (sodium hydride), [N+](=O)([O-])C=1C=CC2=C(NC(CO2)=O)C1 (6-nitro-2H-1,4-benzoxazin-3(4H)-one), solution, C(C#C)Br (propargyl bromide). Run in CN(C)C=O (DMF), pentanes, C1(=CC=CC=C1)C (toluene), CN(C=O)C (dimethylformamide). Reaction conditions: temperature 0 celsius, time 30 minute. Yields the product [N+](=O)([O-])C=1C=CC2=C(N(C(CO2)=O)CC#C)C1 (6-nitro-4-propargyl-2H-1,4 -benzoxazin-3(4H)-one). Isolated yield 93.0%. Reaction SMILES: [H-].[Na+].[N+:3]([C:6]1[CH:7]=[CH:8][C:9]2[O:14][CH2:13][C:12](=[O:15])[NH:11][C:10]=2[CH:16]=1)([O-:5])=[O:4].[CH2:17](Br)[C:18]#[CH:19].O>CN(C)C=O.C1(C)C=CC=CC=1>[N+:3]([C:6]1[CH:7]=[CH:8][C:9]2[O:14][CH2:13][C:12](=[O:15])[N:11]([CH2:19][C:18]#[CH:17])[C:10]=2[CH:16]=1)([O-:5])=[O:4] |f:0.1|. Procedure: While kept under N2, 0.81 g (20 mmol) of sodium hydride (60% dispersion in oil) was washed with 3 ml of pentanes and suspended in 20 ml of anhydrous dimethylformamide. While cooling with an ice/brine bath, 3.59 g (18.5 mmol) of 6-nitro-2H-1,4-benzoxazin-3(4H)-one was added through a dry powder funnel (exotherm of about 5° C.). An additional 10 ml of DMF was added and the mixture was stirred at 0° C. for 30 minutes. There was then added 2.06 ml (18.5 mmol) of an 80% solution of propargyl bromide ...